From a dataset of the Open Reaction Database (ORD), a public repository of structured organic reaction records. describe an organic reaction: reactants, conditions, products, and yield Reactants: C(CC)C(CCC)S(=O)(=O)C[C@H](N)C(=O)O (3-[(1-propylbutyl)sulfonyl]alanine), C(=O)(OCC1=CC=CC=C1)NC(CCC(=O)N)=O (N-Cbz succinamide). Solvent: C(Cl)Cl (methylene chloride). Conditions: temperature 0 celsius, time 4 hour. Product: C(C1=CC=CC=C1)OC(=O)N[C@@H](CS(=O)(=O)C(CCC)CCC)C(=O)O (N-[(benzyloxy)carbonyl]-3-[(1-propylbutyl)sulfonyl]alanine). Isolated yield 109.5%. As a reaction SMILES: [CH2:1]([CH:4]([S:8]([CH2:11][C@@H:12]([C:14]([OH:16])=[O:15])[NH2:13])(=[O:10])=[O:9])[CH2:5][CH2:6][CH3:7])[CH2:2][CH3:3].[C:17](NC(=O)CCC(N)=O)([O:19][CH2:20][C:21]1[CH:26]=[CH:25][CH:24]=[CH:23][CH:22]=1)=[O:18]>C(Cl)Cl>[CH2:20]([O:19][C:17]([NH:13][C@H:12]([C:14]([OH:16])=[O:15])[CH2:11][S:8]([CH:4]([CH2:5][CH2:6][CH3:7])[CH2:1][CH2:2][CH3:3])(=[O:9])=[O:10])=[O:18])[C:21]1[CH:26]=[CH:25][CH:24]=[CH:23][CH:22]=1. Procedure: A 250 ml round bottom flask equipped with magnetic stir bar and N2 inlet was charged with 7.8 g (27 mmole) 3-[(1-propylbutyl)sulfonyl]alanine and 7.4 g (30 mmole) N-Cbz succinamide in 100 ml methylene chloride. The reaction was cooled to 0° C., and 6.9 g NMK was added dropwise. The reaction was allowed to warm to room temperature and stirred for 4 hours at which point HPLC analysis indicated complete reaction. The reaction was concentrated in vacuo and partitioned between ethyl acetate and 1 N H... Reactants: CO, CC(C)Oc1ccc(-c2noc(-c3ccc(OCC4COC(C)(C)O4)cc3)n2)cc1Cl, O, Cc1ccc(S(=O)(=O)O)cc1. Yields the product CC(C)Oc1ccc(-c2noc(-c3ccc(OCC(O)CO)cc3)n2)cc1Cl. Reaction SMILES: [CH3:44][OH:45].[Cl:1][c:2]1[cH:3][c:4](-[c:12]2[n:13][o:14][c:15](-[c:17]3[cH:18][cH:19][c:20]([O:23][CH2:24][CH:25]4[O:26][C:27]([CH3:30])([CH3:31])[O:28][CH2:29]4)[cH:21][cH:22]3)[n:16]2)[cH:5][cH:6][c:7]1[O:8][CH:9]([CH3:10])[CH3:11].[OH2:32].[c:33]1([CH3:34])[cH:35][cH:36][c:37]([S:38]([OH:39])(=[O:40])=[O:41])[cH:42][cH:43]1>>[Cl:1][c:2]1[cH:3][c:4](-[c:12]2[n:13][o:14][c:15](-[c:17]3[cH:18][cH:19][c:20]([O:23][CH2:24][CH:25]([OH:26])[CH2:29][OH:28])[cH:21][cH:22]3)[n:16]2)[cH:5][cH:6][c:7]1[O:8][CH:9]([CH3:10])[CH3:11].